This data is from the Open Reaction Database (ORD), a public repository of structured organic reaction records. The task is: describe an organic reaction: reactants, conditions, products, and yield The reactants are [Al+3], C1CCOC1, CCOCC, [H-], [H-], [H-], [H-], [Li+], COC(=O)C1(N)CCC(c2ccc(C#CCOCc3ccccc3)cc2)C1, [Na+], [Na+], [Na+], O=S(=O)([O-])[O-], [OH-], O. Yields the product NC1(CO)CCC(c2ccc(C#CCOCc3ccccc3)cc2)C1. Reaction SMILES: [Al+3:2].[CH2:48]1[O:49][CH2:50][CH2:51][CH2:52]1.[CH3:43][CH2:44][O:45][CH2:46][CH3:47].[H-:1].[H-:4].[H-:5].[H-:6].[Li+:3].[NH2:7][C:8]1([C:30](=[O:31])[O:32][CH3:33])[CH2:9][CH:10]([c:13]2[cH:14][cH:15][c:16]([C:19]#[C:20][CH2:21][O:22][CH2:23][c:24]3[cH:25][cH:26][cH:27][cH:28][cH:29]3)[cH:17][cH:18]2)[CH2:11][CH2:12]1.[Na+:35].[Na+:36].[Na+:37].[O-:38][S:39]([O-:40])(=[O:41])=[O:42].[OH-:34].[OH2:53]>>[NH2:7][C:8]1([CH2:30][OH:31])[CH2:9][CH:10]([c:13]2[cH:14][cH:15][c:16]([C:19]#[C:20][CH2:21][O:22][CH2:23][c:24]3[cH:25][cH:26][cH:27][cH:28][cH:29]3)[cH:17][cH:18]2)[CH2:11][CH2:12]1. Yields the product COC=1C=CC2=C(SC(C(CO2)=O)(C(=O)OC)CCCN2CCN(CC2)C2=CC=CC=C2)C1 (methyl 7-methoxy-3-oxo-4-[3-(4-phenylpiperazin-1-yl)propyl]-3,4-dihydro-2H-1,5-benzoxathiepin-4-carboxylate). Starting materials: COC=1C=CC2=C(SC(C(CO2)=O)C(=O)OC)C1 (methyl 7-methoxy-3-oxo-3,4-dihydro-2H-1,5-benzoxathiepin-4-carboxylate), C1(=CC=CC=C1)N1CCN(CC1)CCCCl (3-(4-phenylpiperazin-1-yl)propyl chloride), C([O-])([O-])=O.[K+].[K+] (potassium carbonate), [I-].[K+] (potassium iodide). Reaction SMILES: [CH3:1][O:2][C:3]1[CH:4]=[CH:5][C:6]2[O:12][CH2:11][C:10](=[O:13])[CH:9]([C:14]([O:16][CH3:17])=[O:15])[S:8][C:7]=2[CH:18]=1.[C:19]1([N:25]2[CH2:30][CH2:29][N:28]([CH2:31][CH2:32][CH2:33]Cl)[CH2:27][CH2:26]2)[CH:24]=[CH:23][CH:22]=[CH:21][CH:20]=1.C(=O)([O-])[O-].[K+].[K+].[I-].[K+]>C(C(C)=O)C>[CH3:1][O:2][C:3]1[CH:4]=[CH:5][C:6]2[O:12][CH2:11][C:10](=[O:13])[C:9]([CH2:33][CH2:32][CH2:31][N:28]3[CH2:29][CH2:30][N:25]([C:19]4[CH:24]=[CH:23][CH:22]=[CH:21][CH:20]=4)[CH2:26][CH2:27]3)([C:14]([O:16][CH3:17])=[O:15])[S:8][C:7]=2[CH:18]=1 |f:2.3.4,5.6|. Reported procedure: A mixture of 10 g of methyl 7-methoxy-3-oxo-3,4-dihydro-2H-1,5-benzoxathiepin-4-carboxylate, 9.8 g of 3-(4-phenylpiperazin-1-yl)propyl chloride, 6.2 g of anhydrous potassium carbonate, 3.0 g of potassium iodide and 150 ml of methyl ethyl ketone is stirred with heating under reflux for 25 hours. After the mixture is cooled, the inorganic substance is filtered off, and the filtrate is concentrated under reduced pressure. The resulting residue is dissolved in ethyl acetate, and the solution is wash... Solvent: C(C)C(=O)C (methyl ethyl ketone). Product: O=C(OCC1CCN(Cc2ccccc2)CC1)c1c[nH]c2ccccc12. Reactants: OCC1CCN(Cc2ccccc2)CC1, [Cl-], O=C(O)c1c[nH]c2ccccc12. As a reaction SMILES: [CH2:14]([c:15]1[cH:16][cH:17][cH:18][cH:19][cH:20]1)[N:21]1[CH2:22][CH2:23][CH:24]([CH2:27][OH:28])[CH2:25][CH2:26]1.[Cl-:13].[OH:1][C:2](=[O:3])[c:4]1[cH:5][nH:6][c:7]2[cH:8][cH:9][cH:10][cH:11][c:12]12>>[O:1]([C:2](=[O:3])[c:4]1[cH:5][nH:6][c:7]2[cH:8][cH:9][cH:10][cH:11][c:12]12)[CH2:27][CH:24]1[CH2:23][CH2:22][N:21]([CH2:14][c:15]2[cH:16][cH:17][cH:18][cH:19][cH:20]2)[CH2:26][CH2:25]1. Starting materials: C(C)(=O)NCCCC(=O)C1=C(CCC(=O)O)C=C(C=C1)Cl (2-(4-acetamidobutyryl)-5-chlorohydrocinnamic acid), C(=O)(N1C=NC=C1)N1C=NC=C1 (1,1'-carbonyldiimidazole), C(CO)(=O)N (glycolamide). Run in O1CCCC1 (tetrahydrofuran). Run at time 2 hour. Yields the product C(C)(=O)NCCCC(=O)C1=C(CCC(=O)OCC(N)=O)C=C(C=C1)Cl (carbamoylmethyl 2-(4-acetamidobutyryl)-5-chlorohydrocinnamate). RXN SMILES: [C:1]([NH:4][CH2:5][CH2:6][CH2:7][C:8]([C:10]1[CH:20]=[CH:19][C:18]([Cl:21])=[CH:17][C:11]=1[CH2:12][CH2:13][C:14]([OH:16])=[O:15])=[O:9])(=[O:3])[CH3:2].C(N1C=CN=C1)(N1C=CN=C1)=O.[C:34]([NH2:38])(=[O:37])[CH2:35]O>O1CCCC1>[C:1]([NH:4][CH2:5][CH2:6][CH2:7][C:8]([C:10]1[CH:20]=[CH:19][C:18]([Cl:21])=[CH:17][C:11]=1[CH2:12][CH2:13][C:14]([O:16][CH2:35][C:34](=[O:37])[NH2:38])=[O:15])=[O:9])(=[O:3])[CH3:2]. Reported procedure: A suspension of 15.5 g (0.05 mol) of 2-(4-acetamidobutyryl)-5-chlorohydrocinnamic acid and 8.50 g (0.052 mol) of 1,1'-carbonyldiimidazole in 350 ml of tetrahydrofuran is stirred at room temperature for 2 hours and 4.00 g (0.052 mol) of glycolamide are added thereto. After stirring at room temperature overnight, the solution is concentrated, extracted with methylene chloride/water, dried with magnesium sulfate and the solvent is distilled in a vacuum. Chromatography on silica gel with methylene c...